This data is from the Open Reaction Database (ORD), a public repository of structured organic reaction records. The task is: describe an organic reaction: reactants, conditions, products, and yield Product: CC(C)N1CCC(c2nc3cc(-c4ccc(Cl)cc4Cl)nc(Cl)n3n2)CC1. Starting materials: O=C([O-])O, CC[N+](CC)(CC)Cc1ccccc1, [Cl-], CC(C)N1CCC(c2nc3cc(-c4ccc(Cl)cc4Cl)[nH]c(=O)n3n2)CC1, [Na+], O=P(Cl)(Cl)Cl. RXN SMILES: [C:28](=[O:29])([OH:30])[O-:31].[CH2:39]([N+:40]([CH2:41][CH3:42])([CH2:43][CH3:44])[CH2:45][CH3:46])[c:47]1[cH:48][cH:49][cH:50][cH:51][cH:52]1.[Cl-:38].[Cl:1][c:2]1[c:3](-[c:9]2[cH:10][c:11]3[n:12]([c:13](=[O:15])[nH:14]2)[n:16][c:17]([CH:19]2[CH2:20][CH2:21][N:22]([CH:25]([CH3:26])[CH3:27])[CH2:23][CH2:24]2)[n:18]3)[cH:4][cH:5][c:6]([Cl:8])[cH:7]1.[Na+:32].[P:33]([Cl:34])([Cl:35])([Cl:36])=[O:37]>>[Cl:1][c:2]1[c:3](-[c:9]2[cH:10][c:11]3[n:12]([c:13]([Cl:35])[n:14]2)[n:16][c:17]([CH:19]2[CH2:20][CH2:21][N:22]([CH:25]([CH3:26])[CH3:27])[CH2:23][CH2:24]2)[n:18]3)[cH:4][cH:5][c:6]([Cl:8])[cH:7]1.